Dataset: the Open Reaction Database (ORD), a public repository of structured organic reaction records. Task: describe an organic reaction: reactants, conditions, products, and yield Starting materials: CCCCCC, FC(F)(F)c1cc(CBr)cc(C(F)(F)F)c1, [H-], [Na+], CN(C)C=O, Cc1ccccc1-c1ccncc1CO. Yields the product Cc1ccccc1-c1ccncc1COCc1cc(C(F)(F)F)cc(C(F)(F)F)c1. Reaction SMILES: [CH3:34][CH2:35][CH2:36][CH2:37][CH2:38][CH3:39].[F:18][C:19]([c:20]1[cH:21][c:22]([CH2:23][Br:24])[cH:25][c:26]([C:28]([F:29])([F:30])[F:31])[cH:27]1)([F:32])[F:33].[H-:1].[Na+:2].[O:40]=[CH:41][N:42]([CH3:43])[CH3:44].[c:3]1([CH3:17])[c:4](-[c:9]2[c:10]([CH2:15][OH:16])[cH:11][n:12][cH:13][cH:14]2)[cH:5][cH:6][cH:7][cH:8]1>>[c:3]1([CH3:17])[c:4](-[c:9]2[c:10]([CH2:15][O:16][CH2:23][c:22]3[cH:21][c:20]([C:19]([F:18])([F:32])[F:33])[cH:27][c:26]([C:28]([F:29])([F:30])[F:31])[cH:25]3)[cH:11][n:12][cH:13][cH:14]2)[cH:5][cH:6][cH:7][cH:8]1.